Dataset: the Open Reaction Database (ORD), a public repository of structured organic reaction records. Task: describe an organic reaction: reactants, conditions, products, and yield Yields the product CCC(=O)OC(C)CN(C)C. As a reaction SMILES: [C:8]([CH2:9][CH3:10])(=[O:11])[O:12][CH:13]=[CH2:14].[CH3:1][N:2]([CH2:3][CH:4]([CH3:5])[OH:6])[CH3:7]>>[CH3:1][N:2]([CH2:3][CH:4]([CH3:5])[O:6][C:8]([CH2:9][CH3:10])=[O:11])[CH3:7]. The reactants are C=COC(=O)CC, CC(O)CN(C)C. Reactants: N([C@@H](CCC(N)=O)C(=O)N[C@@H](CC1=CNC=N1)C(=O)N1[C@@H](C(=O)N)CCCC1)C(=O)OCC1=CC=CC=C1 (Z-Gln-His-D-Pip-NH2). The reagents and catalysts are [Pd] (palladium-on-carbon). Run in C(C)(=O)O (acetic acid). The product is N1[C@@H](CCC1=O)C(=O)N[C@@H](CC1=CNC=N1)C(=O)N1[C@@H](C(=O)N)CCCC1 (Glp-His-D-Pip-NH2). Yield: 37.4%. Reaction SMILES: [NH:1]([C:29]([O:31]CC1C=CC=CC=1)=O)[C@H:2]([C:8]([NH:10][C@H:11]([C:18]([N:20]1[CH2:28][CH2:27][CH2:26][CH2:25][C@@H:21]1[C:22]([NH2:24])=[O:23])=[O:19])[CH2:12][C:13]1[N:17]=[CH:16][NH:15][CH:14]=1)=[O:9])[CH2:3][CH2:4]C(=O)N>C(O)(=O)C.[Pd]>[NH:1]1[C:29](=[O:31])[CH2:4][CH2:3][C@H:2]1[C:8]([NH:10][C@H:11]([C:18]([N:20]1[CH2:28][CH2:27][CH2:26][CH2:25][C@@H:21]1[C:22]([NH2:24])=[O:23])=[O:19])[CH2:12][C:13]1[N:17]=[CH:16][NH:15][CH:14]=1)=[O:9]. Procedure: 2.63 g (5 mmoles) of Z-Gln-His-D-Pip-NH2 are dissolved in 50 ml of acetic acid, 0.5 g of a 10% palladium-on-carbon catalyst are added, and hydrogen is bubbled through the mixture for one hour. The catalyst is filtered off, the filtrate is heated to 60°-70° C., maintained at this temperature for 30 minutes, and then evaporated in vacuo. The residue is dissolved in water, the solution is passed through Dowex 2 ion exchange resin in the OH cycle, and then evaporated. The resulting crude product is ... The reactants are NC=1C(=NC(=CC1Cl)OCC)C(=O)O (3-amino-4-chloro-6-ethoxypicolinic Acid), Cl.Cl.Cl.N1=C(C=CC=C1)C=1SC(=CN1)CN1CCC(CC1)CN ((1-((2-(Pyridin-2-yl)thiazol-5-yl)methyl)piperidin-4-yl)methanamine Trihydrochloride). Product: NC=1C(=NC(=CC1Cl)OCC)C(=O)NCC1CCN(CC1)CC1=CN=C(S1)C1=NC=CC=C1 (3-amino-4-chloro-6-ethoxy-N-((1-((2-(pyridin-2-yl)thiazol-5-yl)methyl)piperidin-4-yl)methyl)picolinamide). As a reaction SMILES: [NH2:1][C:2]1[C:3]([C:12]([OH:14])=O)=[N:4][C:5]([O:9][CH2:10][CH3:11])=[CH:6][C:7]=1[Cl:8].Cl.Cl.Cl.[N:18]1[CH:23]=[CH:22][CH:21]=[CH:20][C:19]=1[C:24]1[S:25][C:26]([CH2:29][N:30]2[CH2:35][CH2:34][CH:33]([CH2:36][NH2:37])[CH2:32][CH2:31]2)=[CH:27][N:28]=1>>[NH2:1][C:2]1[C:3]([C:12]([NH:37][CH2:36][CH:33]2[CH2:34][CH2:35][N:30]([CH2:29][C:26]3[S:25][C:24]([C:19]4[CH:20]=[CH:21][CH:22]=[CH:23][N:18]=4)=[N:28][CH:27]=3)[CH2:31][CH2:32]2)=[O:14])=[N:4][C:5]([O:9][CH2:10][CH3:11])=[CH:6][C:7]=1[Cl:8] |f:1.2.3.4|. Procedure details: According to the same procedure described in Example 16, using the compound prepared in Example 428 instead of 4-chloro-3-methoxybenzoic acid and the compound prepared in Example 214 instead of the compound prepared in Example 9, the title compound having the following physical data was obtained. The reactants are C(C)(C)(C)OC(C[C@@H](CCCC1CCCCC1)C1=NC(=NO1)C(=O)OCC)=O (ethyl 5-{(1R)-1 -[2-(tert-butoxy)2-oxoethyl]4-cyclohexylbutyl}-1,2,4-oxadiazole-3-carboxylate), N1CCCC1 (pyrrolidine). The solvent is C(C)O (ethanol). Conditions: temperature 60 celsius. Product: C1(CCCCC1)CCC[C@H](CC(=O)OC(C)(C)C)C1=NC(=NO1)C(=O)N1CCCC1 (tert-Butyl (3R)-6-cyclohexyl-3-[3-(1-pyrrolidinylcarbonyl)-1,2,4-oxadiazol-5-yl]hexanoate). Yield: 112.9%. RXN SMILES: [C:1]([O:5][C:6](=[O:28])[CH2:7][C@H:8]([C:18]1[O:22][N:21]=[C:20]([C:23]([O:25]CC)=O)[N:19]=1)[CH2:9][CH2:10][CH2:11][CH:12]1[CH2:17][CH2:16][CH2:15][CH2:14][CH2:13]1)([CH3:4])([CH3:3])[CH3:2].[NH:29]1[CH2:33][CH2:32][CH2:31][CH2:30]1>C(O)C>[CH:12]1([CH2:11][CH2:10][CH2:9][C@@H:8]([C:18]2[O:22][N:21]=[C:20]([C:23]([N:29]3[CH2:33][CH2:32][CH2:31][CH2:30]3)=[O:25])[N:19]=2)[CH2:7][C:6]([O:5][C:1]([CH3:2])([CH3:3])[CH3:4])=[O:28])[CH2:17][CH2:16][CH2:15][CH2:14][CH2:13]1. Procedure details: A solution of ethyl 5-{(1R)-1 -[2-(tert-butoxy)2-oxoethyl]4-cyclohexylbutyl}-1,2,4-oxadiazole-3-carboxylate (Preparation 3) (300 mg, 0.76 mmol) in ethanol (4 ml) was treated dropwise with pyrrolidine (0.63 ml, 7.60 mmol) and the resulting solution was heated at 60° C. for 9 hours. The solvent was removed under reduced pressure and the residue was purified by column chromatography on silica gel eluting with dichloromethane:ethyl acetate (4:1) to afford the title compound as a pale yellow oil (360...